The task is: describe an organic reaction: reactants, conditions, products, and yield. This data is from the Open Reaction Database (ORD), a public repository of structured organic reaction records. As a reaction SMILES: [CH2:1]([c:2]1[cH:3][cH:4][cH:5][cH:6][cH:7]1)[n:8]1[n:9][cH:10][c:11]2[cH:12][c:13]([NH:17][c:18]3[n:19][cH:20][n:21][n:22]4[c:23]3[c:24]([CH2:31][CH3:32])[c:25]([C:27](=[O:28])[O:29][CH3:30])[cH:26]4)[cH:14][cH:15][c:16]12.[CH2:38]1[O:39][CH2:40][CH2:41][CH2:42]1.[CH3:33][OH:34].[Li+:37].[OH-:36].[OH2:35].[OH2:43]>>[CH2:1]([c:2]1[cH:3][cH:4][cH:5][cH:6][cH:7]1)[n:8]1[n:9][cH:10][c:11]2[cH:12][c:13]([NH:17][c:18]3[n:19][cH:20][n:21][n:22]4[c:23]3[c:24]([CH2:31][CH3:32])[c:25]([C:27](=[O:28])[OH:29])[cH:26]4)[cH:14][cH:15][c:16]12. Product: CCc1c(C(=O)O)cn2ncnc(Nc3ccc4c(cnn4Cc4ccccc4)c3)c12. Reactants: CCc1c(C(=O)OC)cn2ncnc(Nc3ccc4c(cnn4Cc4ccccc4)c3)c12, C1CCOC1, CO, [Li+], [OH-], O, O. Reactants: N([C@@H](C(C)C)C(=O)N[C@@H](CCCNC(=O)N)C(=O)O)C(=O)OCC1C2=CC=CC=C2C2=CC=CC=C12 (Fmoc-Val-Cit), maleimidocaproic acid-N-hydroxysuccinimide ester, CCN(C(C)C)C(C)C (DIEA). Run in CN(C)C=O (DMF). Run at time 20 minute. The product is N[C@@H](C(C)C)C(=O)N[C@@H](CCCNC(=O)N)C(=O)O (Val-Cit). Yield: 58.0%. RXN SMILES: [NH:1](C(OCC1C2C(=CC=CC=2)C2C1=CC=CC=2)=O)[C@H:2]([C:6]([NH:8][C@H:9]([C:17]([OH:19])=[O:18])[CH2:10][CH2:11][CH2:12][NH:13][C:14]([NH2:16])=[O:15])=[O:7])[CH:3]([CH3:5])[CH3:4].CCN(C(C)C)C(C)C>CN(C=O)C>[NH2:1][C@H:2]([C:6]([NH:8][C@H:9]([C:17]([OH:19])=[O:18])[CH2:10][CH2:11][CH2:12][NH:13][C:14]([NH2:16])=[O:15])=[O:7])[CH:3]([CH3:4])[CH3:5]. Reported procedure: To a room temperature solution of Fmoc-Val-Cit (2.18 g, 4.4 mmol, U.S. Pat. No. 6,214,345 to Firestone et al.) in anhydrous DMF (10 mL) was added DEA (10 mL). The reaction mixture was stirred at ambient temperature for 20 minutes. The reaction mixture was concentrated in vacuo to thick oil, and then was added drop wise to a flask containing diethyl ether (˜500 mL) to precipitate the crude product. The white precipitate was collected by filtration and washed with ethyl acetate (2×250 mL). After d...